Dataset: the Open Reaction Database (ORD), a public repository of structured organic reaction records. Task: describe an organic reaction: reactants, conditions, products, and yield Reactants: C(C)(C)C=1NC(C2=CC=CC=C2C1)=O (3-Isopropyl-2H-isoquinolin-1-one), Cl.CNC (dimethylamine hydrochloride), C=O (formalin), C(C)(=O)OC(C)=O (acetic anhydride). Conditions: temperature 60 celsius. The product is CN(C)CC1=C(NC(C2=CC=CC=C12)=O)C(C)C (4-dimethylaminomethyl-3-isopropyl-2H-isoquinolin-1-one). As a reaction SMILES: Cl.[CH3:2][NH:3][CH3:4].C=O.[C:7](OC(=O)C)(=O)C.[CH:14]([C:17]1[NH:18][C:19](=[O:27])[C:20]2[C:25]([CH:26]=1)=[CH:24][CH:23]=[CH:22][CH:21]=2)([CH3:16])[CH3:15]>>[CH3:2][N:3]([CH2:7][C:26]1[C:25]2[C:20](=[CH:21][CH:22]=[CH:23][CH:24]=2)[C:19](=[O:27])[NH:18][C:17]=1[CH:14]([CH3:16])[CH3:15])[CH3:4] |f:0.1|. Procedure: While heating a mixture of dimethylamine hydrochloride (2.45 g) and 37% aqueous formalin solution (2.43 g) to 50° C., acetic anhydride (9.4 mL) was added dropwise thereto slowly. After the completion of the dropwise addition, the mixture was heated at 60° C. for 30 min. 3-Isopropyl-2H-isoquinolin-1-one (1.87 g) was added, and the mixture was stirred with heating at 80-100° C. for 1 day. After the completion of the reaction, the solvent was evaporated. The obtained residue was dissolved in 1N hyd... The reactants are N[C@@H]1[C@H](CCC1)NC(OC(C)(C)C)=O (tert-butyl N-[(1S,2S)-2-aminocyclopentyl]carbamate), BrC=1C(=NC=C(C1)C(F)(F)F)Cl (3-bromo-2-chloro-5-(trifluoromethyl)pyridine), CCN(C(C)C)C(C)C (DIPEA). Run in CS(=O)C (DMSO). The product is ethyl acetate petrol, BrC=1C(=NC=C(C1)C(F)(F)F)N[C@@H]1[C@H](CCC1)NC(OC(C)(C)C)=O (tert-Butyl N-[(1S,2S)-2-{[3-bromo-5-(trifluoromethyl)pyridin-2-yl]amino}cyclopentyl]carbamate). The yield is 0.0%. As a reaction SMILES: [NH2:1][C@H:2]1[CH2:6][CH2:5][CH2:4][C@@H:3]1[NH:7][C:8](=[O:14])[O:9][C:10]([CH3:13])([CH3:12])[CH3:11].[Br:15][C:16]1[C:17](Cl)=[N:18][CH:19]=[C:20]([C:22]([F:25])([F:24])[F:23])[CH:21]=1.CCN(C(C)C)C(C)C>CS(C)=O>[Br:15][C:16]1[C:17]([NH:1][C@H:2]2[CH2:6][CH2:5][CH2:4][C@@H:3]2[NH:7][C:8](=[O:14])[O:9][C:10]([CH3:11])([CH3:13])[CH3:12])=[N:18][CH:19]=[C:20]([C:22]([F:24])([F:23])[F:25])[CH:21]=1. Reported procedure: A solution of tert-butyl N-[(1S,2S)-2-aminocyclopentyl]carbamate (CAS number 586961-34-4; 2 g, 9.99 mmol), 3-bromo-2-chloro-5-(trifluoromethyl)pyridine (CAS number 71701-92-3; 2.86 g, 10.98 mmol), DIPEA (1.74 ml, 9.99 mmol) in DMSO (35 ml) was heated at 140° C. for 5 hours. The reaction was partitioned between ethyl acetate and water. The phases were separated and the aqueous layer was re-extracted with ethyl acetate (2×50 ml). The combined organics were washed with brine (50 ml), filtered throu...